This data is from the Open Reaction Database (ORD), a public repository of structured organic reaction records. The task is: describe an organic reaction: reactants, conditions, products, and yield Run at temperature 75 celsius, time 1 hour. Starting materials: Br (hydrogen-bromide), C(C)(=O)O (acetic acid), C1(=CC=CC=C1)C1(OCCC1C1=CC=CC=C1)C1=CC=CC=C1 (2,2,3-triphenyltetrahydrofuran), C(C)(=O)O (acetic acid), C([O-])([O-])=O.[Na+].[Na+] (sodium carbonate). Procedure: 30.0 g of 2,2,3-triphenyltetrahydrofuran are dissolved in 125 ml of acetic acid, after which 25 ml of 40% hydrogen-bromide in acetic acid are added. The mixture is stirred for 1 h at 75° C. The solvent is evaporated,and 1M sodium carbonate solution is added in excess. The product is extracted in toluene. The toluene solution is dried over sodium sulfate and the solvent is evaporated. The product is recrystallized from aqueous methanol and then has m.p 81-3° C. The yield is 28.7 g (84%). Yields the product C(C)(=O)OCCC(=C(C1=CC=CC=C1)C1=CC=CC=C1)C1=CC=CC=C1 (4-acetoxy-1,1,2-triphenyl-1-butene). Reaction SMILES: [C:1]1([C:7]2([C:18]3[CH:23]=[CH:22][CH:21]=[CH:20][CH:19]=3)[CH:11]([C:12]3[CH:17]=[CH:16][CH:15]=[CH:14][CH:13]=3)[CH2:10][CH2:9]O2)[CH:6]=[CH:5][CH:4]=[CH:3][CH:2]=1.Br.C(=O)([O-])[O-].[Na+].[Na+].[C:31]([OH:34])(=[O:33])[CH3:32]>>[C:31]([O:34][CH2:9][CH2:10][C:11]([C:12]1[CH:17]=[CH:16][CH:15]=[CH:14][CH:13]=1)=[C:7]([C:1]1[CH:2]=[CH:3][CH:4]=[CH:5][CH:6]=1)[C:18]1[CH:23]=[CH:22][CH:21]=[CH:20][CH:19]=1)(=[O:33])[CH3:32] |f:2.3.4|. Reactants: COC=1C=C(C=CC1OC)C(CN)(C)C (2-(3,4-dimethoxyphenyl)-2-methylpropylamine), C=O (paraformaldehyde). The solvent is C(=O)O (formic acid). Yields the product COC=1C=C2C(CNCC2=CC1OC)(C)C (6,7-dimethoxy-4,4-dimethyl-1,2,3,4-tetrahydroisoquinoline). The yield is 80.2%. As a reaction SMILES: [CH3:1][O:2][C:3]1[CH:4]=[C:5]([C:11]([CH3:15])([CH3:14])[CH2:12][NH2:13])[CH:6]=[CH:7][C:8]=1[O:9][CH3:10].[CH2:16]=O>C(O)=O>[CH3:1][O:2][C:3]1[CH:4]=[C:5]2[C:6](=[CH:7][C:8]=1[O:9][CH3:10])[CH2:16][NH:13][CH2:12][C:11]2([CH3:15])[CH3:14]. Procedure details: A conventional alkylation reaction was carried out using a dimethylformamide solution (10 ml) of 1.77 g of 2-(3,4-dimethoxyphenyl)acetonitrile, 1.00 g of sodium hydride and 4.26 g of methyl iodide to give 1.78 g of 2-(3,4-dimethoxyphenyl)-2-methylpropionitrile. A conventional catalytic hydrogenation reaction was carried out using an ethanolic solution (30 ml) of 1.75 g of 2-(3,4-dimethoxyphenyl)-2-methylpropionitrile, 3.0 ml of an aqueous 28% ammonia solution and 4.3 g of Raney nickel to give 1.... The reactants are COc1ccc(C)cc1S(=O)(=O)n1ccc2ccc(C(=O)Nc3ccc(C(=O)OC(C)(C)C)cc3)cc21, Cl. Product: COc1ccc(C)cc1S(=O)(=O)n1ccc2ccc(C(=O)Nc3ccc(C(=O)O)cc3)cc21. As a reaction SMILES: [C:1]([CH3:2])([CH3:3])([CH3:4])[O:5][C:6]([c:7]1[cH:8][cH:9][c:10]([NH:13][C:14](=[O:15])[c:16]2[cH:17][cH:18][c:19]3[cH:20][cH:21][n:22]([S:25](=[O:26])(=[O:27])[c:28]4[c:29]([O:35][CH3:36])[cH:30][cH:31][c:32]([CH3:34])[cH:33]4)[c:23]3[cH:24]2)[cH:11][cH:12]1)=[O:37].[ClH:38]>>[O:5]=[C:6]([c:7]1[cH:8][cH:9][c:10]([NH:13][C:14](=[O:15])[c:16]2[cH:17][cH:18][c:19]3[cH:20][cH:21][n:22]([S:25](=[O:26])(=[O:27])[c:28]4[c:29]([O:35][CH3:36])[cH:30][cH:31][c:32]([CH3:34])[cH:33]4)[c:23]3[cH:24]2)[cH:11][cH:12]1)[OH:37]. Reactants: C=1C=C[NH+]=CC1.[O-][Cr](=O)(=O)Cl (PCC), C(#N)C1=CC=C(C(O)C23C(N(C(N3CCC2)=O)C2=CC(=CC(=C2)Cl)Cl)=O)C=C1 (5-(4-Cyano-α-hydroxybenzyl)-3-(3,5-dichlorophenyl)1,3-diazabicyclo[3.3.0]octane-2,4-dione). Run in C(Cl)Cl (CH2Cl2). Conditions: time 48 hour. Yields the product C(#N)C1=CC=C(C(=O)C23C(N(C(N3CCC2)=O)C2=CC(=CC(=C2)Cl)Cl)=O)C=C1 (5-(4-Cyanobenzoyl)-3-(3,5-dichlorophenyl)-1,3-diazabicyclo[3.3.0]octane-2,4-dione). The yield is 50.8%. Reaction SMILES: C1C=C[NH+]=CC=1.[O-][Cr](Cl)(=O)=O.[C:12]([C:14]1[CH:39]=[CH:38][C:17]([CH:18]([C:20]23[CH2:27][CH2:26][CH2:25][N:24]2[C:23](=[O:28])[N:22]([C:29]2[CH:34]=[C:33]([Cl:35])[CH:32]=[C:31]([Cl:36])[CH:30]=2)[C:21]3=[O:37])[OH:19])=[CH:16][CH:15]=1)#[N:13]>C(Cl)Cl>[C:12]([C:14]1[CH:15]=[CH:16][C:17]([C:18]([C:20]23[CH2:27][CH2:26][CH2:25][N:24]2[C:23](=[O:28])[N:22]([C:29]2[CH:30]=[C:31]([Cl:36])[CH:32]=[C:33]([Cl:35])[CH:34]=2)[C:21]3=[O:37])=[O:19])=[CH:38][CH:39]=1)#[N:13] |f:0.1|. Reported procedure: PCC (2.43 g) was added to a solution of the compound from Example 111 (3.90 g) in CH2Cl2 (20 mL) and the reaction mixture stirred at room temperature for 48 hours. The mixture was filtered though a plug of SiO2 (washing with 1:1 CH2Cl2:EtOAc). The solvent was evaporated and the residue was purified by chromatography (SiO2, hexanes to 1:1 hexanes/EtOAc gradient elution) providing the titled compound (1.97 g). MS (m/z) 414 (MH+). mp. 72.1° C. Reactants: Cl.Cl.CC1=NSC(=N1)N1CCC(CC1)N (1-(3-methyl-[1,2,4]thiadiazol-5-yl)-piperidin-4-ylamine dihydrochloride), ClC1=NC(=CC(=N1)C(C)(C)O)C1=CC=C(C=C1)C(F)(F)F (2-[2-chloro-6-(4-trifluoromethyl-phenyl)-pyrimidin-4-yl]-propan-2-ol), C(C)(C)N(C(C)C)CC (N,N-diisopropylethyl amine). The solvent is O1CCOCC1 (dioxane). Product: CC1=NSC(=N1)N1CCC(CC1)NC1=NC(=CC(=N1)C(C)(C)O)C1=CC=C(C=C1)C(F)(F)F (2-[2-[1-(3-Methyl-[1,2,4]thiadiazol-5-yl)-piperidin-4-ylamino]-6-(4-trifluoromethyl-phenyl)-pyrimidin-4-yl]-propan-2-ol), oil. Isolated yield 27.0%. RXN SMILES: Cl.Cl.[CH3:3][C:4]1[N:8]=[C:7]([N:9]2[CH2:14][CH2:13][CH:12]([NH2:15])[CH2:11][CH2:10]2)[S:6][N:5]=1.Cl[C:17]1[N:22]=[C:21]([C:23]([OH:26])([CH3:25])[CH3:24])[CH:20]=[C:19]([C:27]2[CH:32]=[CH:31][C:30]([C:33]([F:36])([F:35])[F:34])=[CH:29][CH:28]=2)[N:18]=1.C(N(CC)C(C)C)(C)C>O1CCOCC1>[CH3:3][C:4]1[N:8]=[C:7]([N:9]2[CH2:10][CH2:11][CH:12]([NH:15][C:17]3[N:22]=[C:21]([C:23]([OH:26])([CH3:25])[CH3:24])[CH:20]=[C:19]([C:27]4[CH:32]=[CH:31][C:30]([C:33]([F:36])([F:34])[F:35])=[CH:29][CH:28]=4)[N:18]=3)[CH2:13][CH2:14]2)[S:6][N:5]=1 |f:0.1.2|. Procedure details: A solution of 1-(3-methyl-[1,2,4]thiadiazol-5-yl)-piperidin-4-ylamine dihydrochloride (54.2 mg, 0.2 mmol), 2-[2-chloro-6-(4-trifluoromethyl-phenyl)-pyrimidin-4-yl]-propan-2-ol (69.7 mg, 0.22 mmol) and N,N-diisopropylethyl amine (120 L, 0.7 mmol) in dioxane (2 mL) was heated at 200° C. in a microwave oven for 2 hours. The reaction was concentrated under reduced pressure and the residue was purified by column chromatography on silica gel with CH2Cl2/MeOH 19:1 (v/v) as eluent. The title compound wa... The reactants are CC(C)(C)OC(=O)Nc1ccc(-c2cccs2)cc1NC(=O)c1ccc(C#N)nc1, C1CCOC1, C[Si](C)(C)[N-][Si](C)(C)C, Cl, [Li+]. Product: CC(C)(C)OC(=O)Nc1ccc(-c2cccs2)cc1NC(=O)c1ccc(C(=N)N)nc1. Reaction SMILES: [C:16](#[N:17])[c:18]1[n:19][cH:20][c:21]([C:22](=[O:23])[NH:24][c:25]2[c:26]([NH:36][C:37]([O:38][C:39]([CH3:40])([CH3:41])[CH3:42])=[O:43])[cH:27][cH:28][c:29](-[c:31]3[s:32][cH:33][cH:34][cH:35]3)[cH:30]2)[cH:44][cH:45]1.[CH2:11]1[O:12][CH2:13][CH2:14][CH2:15]1.[CH3:1][Si:2]([N-:5][Si:3]([CH3:4])([CH3:6])[CH3:7])([CH3:8])[CH3:9].[ClH:46].[Li+:10]>>[NH:5]=[C:16]([NH2:17])[c:18]1[n:19][cH:20][c:21]([C:22](=[O:23])[NH:24][c:25]2[c:26]([NH:36][C:37]([O:38][C:39]([CH3:40])([CH3:41])[CH3:42])=[O:43])[cH:27][cH:28][c:29](-[c:31]3[s:32][cH:33][cH:34][cH:35]3)[cH:30]2)[cH:44][cH:45]1. Reactants: [BH4-].[Na+] (sodium borohydride), C(C)OC1=CC=C(C=C1)C(C=O)C(F)(F)F (2-(4ethoxyphenyl)-3,3,3-trifluoropropanal), ice water. The solvent is C(C)O (ethanol). Run at time 4 hour. The product is C(C)OC1=CC=C(C=C1)C(CO)C(F)(F)F (2(4-ethoxyphenyl)-3,3,3-trifluoropropanol). Isolated yield 73.4%. As a reaction SMILES: [BH4-].[Na+].[CH2:3]([O:5][C:6]1[CH:11]=[CH:10][C:9]([CH:12]([C:15]([F:18])([F:17])[F:16])[CH:13]=[O:14])=[CH:8][CH:7]=1)[CH3:4]>C(O)C>[CH2:3]([O:5][C:6]1[CH:7]=[CH:8][C:9]([CH:12]([C:15]([F:16])([F:17])[F:18])[CH2:13][OH:14])=[CH:10][CH:11]=1)[CH3:4] |f:0.1|. Procedure details: A hundred milligrams of sodium borohydride was added to a solution of 1.04 g of 2-(4ethoxyphenyl)-3,3,3-trifluoropropanal in 15 ml of ethanol with ice-cooling. The reaction solution was stirred at room temperature for 4hours. Thereafter, the reaction mixture was poured into ice water and extracted twice with ethyl acetate. The ethyl acetate layers were combined and washed with dilute HCl and saturated sodium chloride solution successively and dried over anhydrous magnesium sulfate. The solvent w...